From a dataset of the Open Reaction Database (ORD), a public repository of structured organic reaction records. describe an organic reaction: reactants, conditions, products, and yield The reactants are ClCCl, C=COCC, C=CC(O)C(NC(=O)OC(C)(C)C)c1ccccc1, Cc1ccc(S(=O)(=O)[O-])cc1, c1ccncc1, c1cc[nH+]cc1. Yields the product C=CC(OC(C)OCC)C(NC(=O)OC(C)(C)C)c1ccccc1. RXN SMILES: [CH2:48]([Cl:49])[Cl:50].[CH:20](=[CH2:21])[O:22][CH2:23][CH3:24].[c:1]1([CH:7]([CH:8]([CH:9]=[CH2:10])[OH:11])[NH:12][C:13](=[O:14])[O:15][C:16]([CH3:17])([CH3:18])[CH3:19])[cH:2][cH:3][cH:4][cH:5][cH:6]1.[c:25]1([CH3:26])[cH:27][cH:28][c:29]([S:30]([O-:31])(=[O:32])=[O:33])[cH:34][cH:35]1.[cH:42]1[cH:43][cH:44][n:45][cH:46][cH:47]1.[nH+:36]1[cH:37][cH:38][cH:39][cH:40][cH:41]1>>[c:1]1([CH:7]([CH:8]([CH:9]=[CH2:10])[O:11][CH:20]([CH3:21])[O:22][CH2:23][CH3:24])[NH:12][C:13](=[O:14])[O:15][C:16]([CH3:17])([CH3:18])[CH3:19])[cH:2][cH:3][cH:4][cH:5][cH:6]1. The reactants are CNC(CO)CCOC1=CC=CC=C1 (2-(methylamino)-4-phenoxy-1-butanol), C(=O)O (formic acid). The product is CN(C(CO)CCOC1=CC=CC=C1)C (2-(dimethylamino)-4-phenoxy-1-butanol). Reaction SMILES: [CH3:1][NH:2][CH:3]([CH2:6][CH2:7][O:8][C:9]1[CH:14]=[CH:13][CH:12]=[CH:11][CH:10]=1)[CH2:4][OH:5].[CH:15](O)=O>>[CH3:1][N:2]([CH3:15])[CH:3]([CH2:6][CH2:7][O:8][C:9]1[CH:14]=[CH:13][CH:12]=[CH:11][CH:10]=1)[CH2:4][OH:5]. Reported procedure: 2-(methylamino)-4-phenoxy-1-butanol, described in Example 4, with formic acid, followed by reduction, gives 2-(dimethylamino)-4-phenoxy-1-butanol,